Dataset: the Open Reaction Database (ORD), a public repository of structured organic reaction records. Task: describe an organic reaction: reactants, conditions, products, and yield Procedure: In close analogy to the procedure described in Example 1, 6-bromo-pyrazolo[1,5-a]pyrimidine-2-carboxylic acid is reacted with 4,5,6,7-tetrahydro-furo[3,2-c]pyridine to provide the title compound in moderate yield. The reactants are BrC=1C=NC=2N(C1)N=C(C2)C(=O)O (6-bromo-pyrazolo[1,5-a]pyrimidine-2-carboxylic acid), O1C=CC=2CNCCC21 (4,5,6,7-tetrahydro-furo[3,2-c]pyridine). RXN SMILES: [Br:1][C:2]1[CH:3]=[N:4][C:5]2[N:6]([N:8]=[C:9]([C:11]([OH:13])=O)[CH:10]=2)[CH:7]=1.[O:14]1[C:22]2[CH2:21][CH2:20][NH:19][CH2:18][C:17]=2[CH:16]=[CH:15]1>>[Br:1][C:2]1[CH:3]=[N:4][C:5]2[N:6]([N:8]=[C:9]([C:11]([N:19]3[CH2:20][CH2:21][C:22]4[O:14][CH:15]=[CH:16][C:17]=4[CH2:18]3)=[O:13])[CH:10]=2)[CH:7]=1. The product is BrC=1C=NC=2N(C1)N=C(C2)C(=O)N2CC1=C(CC2)OC=C1 ((6-Bromo-pyrazolo[1,5-a]pyrimidin-2-yl)-(6,7-dihydro-4H-furo[3,2-c]pyridin-5-yl)-methanone). Starting materials: [H-].[Al+3].[Li+].[H-].[H-].[H-] (lithium aluminium hydride), C(CCCC)[C@@H]1CC[C@H](CC1)C1=CC=C(C=C1)C1=CC=C(C=C1)C=O (4'-(trans-4-pentylcyclohexyl)-4-biphenylcarboxaldehyde). The solvent is O1CCCC1 (tetrahydrofuran), O1CCCC1 (tetrahydrofuran). Conditions: time 2 hour. Yields the product C(CCCC)[C@@H]1CC[C@H](CC1)C1=CC=C(C=C1)C1=CC=C(C=C1)CO (4'-(trans-4-pentylcyclohexyl)-4-biphenylmethanol). Yield: 95.8%. RXN SMILES: [H-].[Al+3].[Li+].[H-].[H-].[H-].[CH2:7]([C@H:12]1[CH2:17][CH2:16][C@H:15]([C:18]2[CH:23]=[CH:22][C:21]([C:24]3[CH:29]=[CH:28][C:27]([CH:30]=[O:31])=[CH:26][CH:25]=3)=[CH:20][CH:19]=2)[CH2:14][CH2:13]1)[CH2:8][CH2:9][CH2:10][CH3:11]>O1CCCC1>[CH2:7]([C@H:12]1[CH2:13][CH2:14][C@H:15]([C:18]2[CH:23]=[CH:22][C:21]([C:24]3[CH:29]=[CH:28][C:27]([CH2:30][OH:31])=[CH:26][CH:25]=3)=[CH:20][CH:19]=2)[CH2:16][CH2:17]1)[CH2:8][CH2:9][CH2:10][CH3:11] |f:0.1.2.3.4.5|. Procedure details: A mixture of 930 mg of lithium aluminium hydride in 100 ml of absolute tetrahydrofuran was placed at 0° C. in a sulphonation flask and treated within 20 minutes with a solution of 8.2 g of 4'-(trans-4-pentylcyclohexyl)-4-biphenylcarboxaldehyde in 100 ml of absolute tetrahydrofuran. After completion of the addition, the mixture was stirred for a further 2 hours while warming to room temperature, subsequently cautiously quenched with 100 ml of 1N sulphuric acid and extracted three times with 200 m... The reactants are Brc1cnc2c(c1)CC1(CN3CCC1CC3)O2, Cc1csc(B(O)O)c1. The product is Cc1csc(-c2cnc3c(c2)CC2(CN4CCC2CC4)O3)c1. As a reaction SMILES: [Br:1][c:2]1[cH:3][c:4]2[c:5]([n:6][cH:7]1)[O:8][C:9]1([CH2:10][N:11]3[CH2:12][CH2:13][CH:14]1[CH2:15][CH2:16]3)[CH2:17]2.[CH3:18][c:19]1[cH:20][c:21]([B:24]([OH:25])[OH:26])[s:22][cH:23]1>>[c:2]1(-[c:21]2[cH:20][c:19]([CH3:18])[cH:23][s:22]2)[cH:3][c:4]2[c:5]([n:6][cH:7]1)[O:8][C:9]1([CH2:10][N:11]3[CH2:12][CH2:13][CH:14]1[CH2:15][CH2:16]3)[CH2:17]2. Reactants: CO (MeOH), C[Zn]C (dimethyl zinc), IC1=NNC2=CC=CC(=C12)[N+](=O)[O-] (3-iodo-4-nitro-1H-indazole), (1,1′-bis(diphenylphosphino)ferrocene)dichloropalladium, Cl (HCl). The solvent is O1CCOCC1 (dioxane), C(Cl)Cl (DCM). Reaction conditions: time 30 minute. Product: CC1=NNC2=CC=CC(=C12)[N+](=O)[O-] (3-methyl-4-nitro-1H-indazole). The yield is 27.0%. As a reaction SMILES: C[Zn]C.I[C:5]1[C:13]2[C:8](=[CH:9][CH:10]=[CH:11][C:12]=2[N+:14]([O-:16])=[O:15])[NH:7][N:6]=1.[CH3:17]O.Cl>O1CCOCC1.C(Cl)Cl>[CH3:17][C:5]1[C:13]2[C:8](=[CH:9][CH:10]=[CH:11][C:12]=2[N+:14]([O-:16])=[O:15])[NH:7][N:6]=1. Procedure details: A solution of dimethyl zinc (1.73 ml, 3.46 mmol) was added dropwise to a mixture of 3-iodo-4-nitro-1H-indazole (0.500 g, 1.73 mmol) and (1,1′-bis(diphenylphosphino)ferrocene)dichloropalladium (0.427 g, 0.519 mmol) in dioxane (0.2M, 9 mL) under argon. The mixture was heated under reflux for 2 hours. After cooling, MeOH (<1 mL) was added, followed by 2N HCl (1 mL) and DCM (5 mL). After stirring mixture for 30 minutes, the organic layer was separated, washed with saturated aqueous sodium bicarbonat... Starting materials: C(C1=CC=CC=C1)OC=1C=C(C=NC1NC=1SC=C(N1)C)SCCC(=O)OC (Methyl 3-(5-(benzyloxy)-6-(4-methylthiazol-2-ylamino)pyridin-3-ylthio)propanoate), CC(C)(C)[O-].[K+] (KOtBu), Cl.ClCC=1C=NC=CC1 (3-(chloromethyl)pyridine hydrochloride), Cl (HCl). Product: Cl.Cl.C(C1=CC=CC=C1)OC=1C(=NC=C(C1)SCC=1C=NC=CC1)NC=1SC=C(N1)C (3-(benzyloxy)-N-(4-methylthiazol-2-yl)-5-(pyridin-3-ylmethylthio)pyridin-2-amine dihydrochloride). Yield: 53.2%. RXN SMILES: [CH2:1]([O:8][C:9]1[CH:10]=[C:11]([S:22][CH2:23][CH2:24][C:25](OC)=O)[CH:12]=[N:13][C:14]=1[NH:15][C:16]1[S:17][CH:18]=[C:19]([CH3:21])[N:20]=1)[C:2]1[CH:7]=[CH:6][CH:5]=[CH:4][CH:3]=1.CC([O-])(C)C.[K+].[ClH:35].[Cl:36][CH2:37][C:38]1[CH:39]=[N:40]C=CC=1.Cl>>[ClH:36].[ClH:35].[CH2:1]([O:8][C:9]1[C:14]([NH:15][C:16]2[S:17][CH:18]=[C:19]([CH3:21])[N:20]=2)=[N:13][CH:12]=[C:11]([S:22][CH2:23][C:24]2[CH:25]=[N:40][CH:39]=[CH:38][CH:37]=2)[CH:10]=1)[C:2]1[CH:7]=[CH:6][CH:5]=[CH:4][CH:3]=1 |f:1.2,3.4,6.7.8|. Procedure details: Methyl 3-(5-(benzyloxy)-6-(4-methylthiazol-2-ylamino)pyridin-3-ylthio)propanoate (prepared according to Example 42; 70 mg, 0.17 mmol), KOtBu (0.59 mL, 0.59 mmol) and 3-(chloromethyl)pyridine hydrochloride (27.6 mg, 0.17 mmol were reacted according to the method of Example 43 to afford 3-(benzyloxy)-N-(4-methylthiazol-2-yl)-5-(pyridin-3-ylmethylthio)pyridin-2-amine dihydrochloride (44.2 mg, 53.2% yield) as a white solid after HCl salt formation. 1H NMR (d6-DMSO) δ 8.68 (dd, 1H), 8.65 (d, 1H), 8.1... Reactants: CCCCOC(=O)c1cc(Oc2ccc3c(C(=O)Nc4cccc(C(F)(F)F)c4)cccc3c2)ccn1, CCO, [Na+], [OH-]. Yields the product O=C(O)c1cc(Oc2ccc3c(C(=O)Nc4cccc(C(F)(F)F)c4)cccc3c2)ccn1. As a reaction SMILES: [CH2:1]([CH2:2][CH2:3][CH3:4])[O:5][C:6](=[O:7])[c:8]1[n:9][cH:10][cH:11][c:12]([O:14][c:15]2[cH:16][c:17]3[cH:18][cH:19][cH:20][c:21]([C:25]([NH:26][c:27]4[cH:28][c:29]([C:33]([F:34])([F:35])[F:36])[cH:30][cH:31][cH:32]4)=[O:37])[c:22]3[cH:23][cH:24]2)[cH:13]1.[CH3:40][CH2:41][OH:42].[Na+:39].[OH-:38]>>[O:5]=[C:6]([OH:7])[c:8]1[n:9][cH:10][cH:11][c:12]([O:14][c:15]2[cH:16][c:17]3[cH:18][cH:19][cH:20][c:21]([C:25]([NH:26][c:27]4[cH:28][c:29]([C:33]([F:34])([F:35])[F:36])[cH:30][cH:31][cH:32]4)=[O:37])[c:22]3[cH:23][cH:24]2)[cH:13]1.